This data is from the Open Reaction Database (ORD), a public repository of structured organic reaction records. The task is: describe an organic reaction: reactants, conditions, products, and yield Yields the product ClC1=C(C=CC=C1)N1C2=C(C=CC1=O)C(=C(S2)C(N)=S)C2=CC=CC=C2 (7-(2-chlorophenyl)-6-Oxo-3phenyl-6,7-dihydrothieno[2,3-b]pyridine-2-carbothioamide). Reaction SMILES: COC1C=CC(P2(SP(C3C=CC(OC)=CC=3)(=S)S2)=[S:10])=CC=1.[Cl:23][C:24]1[CH:29]=[CH:28][CH:27]=[CH:26][C:25]=1[N:30]1[C:35](=[O:36])[CH:34]=[CH:33][C:32]2[C:37]([C:43]3[CH:48]=[CH:47][CH:46]=[CH:45][CH:44]=3)=[C:38]([C:40]([NH2:42])=O)[S:39][C:31]1=2.C1(C)C=CC=CC=1>C(Cl)Cl>[Cl:23][C:24]1[CH:29]=[CH:28][CH:27]=[CH:26][C:25]=1[N:30]1[C:35](=[O:36])[CH:34]=[CH:33][C:32]2[C:37]([C:43]3[CH:48]=[CH:47][CH:46]=[CH:45][CH:44]=3)=[C:38]([C:40](=[S:10])[NH2:42])[S:39][C:31]1=2. Isolated yield 38.8%. Run in C(Cl)Cl (DCM). Procedure details: To a mixture of Lawesson's reagent (26.3 mg, 0.065 mmol) and the compound of Example 127 (50 mg, 0.13 mmol) was added toluene (10 mL) and the reaction heated at 110° for 1 h. A further portion of Lawesson's reagent (52.6 mg, 0.13 mmol) was added and reaction heated for 6.5 h. The reaction was diluted with DCM, washed with water, dried (Na2SO4) and concentrated in vacuo. The crude product was purified by column chromatography (silica, 5–10% EtOAc in DCM) to give the title compound as a yellow sol... Starting materials: COC=1C=CC(=CC1)P2(=S)SP(=S)(S2)C=3C=CC(=CC3)OC (Lawesson's reagent), COC=1C=CC(=CC1)P2(=S)SP(=S)(S2)C=3C=CC(=CC3)OC (Lawesson's reagent), ClC1=C(C=CC=C1)N1C2=C(C=CC1=O)C(=C(S2)C(=O)N)C2=CC=CC=C2 (7-(2-Chlorophenyl)-6-oxo-3-phenyl-6,7-dihydrothieno[2,3-b]pyridine-2-carboxamide), C1(=CC=CC=C1)C (toluene). Starting materials: C(CCC)C1=C2C(C(=O)NC2=O)=CC=C1Cl (n-butyl-4-chlorophthalimide), 1.2, Cl[Si]([Si](C)(C)C)(C)Cl (dichlorotetramethyldisilane). The reagents and catalysts are C=1C=CC(=CC1)[P](C=2C=CC=CC2)(C=3C=CC=CC3)[Pd]([P](C=4C=CC=CC4)(C=5C=CC=CC5)C=6C=CC=CC6)([P](C=7C=CC=CC7)(C=8C=CC=CC8)C=9C=CC=CC9)[P](C=1C=CC=CC1)(C=1C=CC=CC1)C=1C=CC=CC1 (tetrakis(triphenylphosphine)palladium). Run in CC=1C=CC=CC1C (o-xylene). The product is C(CCC)N1C(C=2C(C1=O)=C(C(=CC2)Cl)[SiH](C)C)=O (N-butyl-4-chlorodimethylsilyl-phthalimide). Isolated yield 24.0%. Reaction SMILES: C([C:5]1[C:15]([Cl:16])=[CH:14][CH:13]=[C:7]2[C:8]([NH:10][C:11](=[O:12])[C:6]=12)=[O:9])CCC.Cl[Si](Cl)(C)[Si:19]([CH3:22])(C)[CH3:20]>CC1C=CC=CC=1C.C1C=CC([P]([Pd]([P](C2C=CC=CC=2)(C2C=CC=CC=2)C2C=CC=CC=2)([P](C2C=CC=CC=2)(C2C=CC=CC=2)C2C=CC=CC=2)[P](C2C=CC=CC=2)(C2C=CC=CC=2)C2C=CC=CC=2)(C2C=CC=CC=2)C2C=CC=CC=2)=CC=1>[CH2:15]([N:10]1[C:11](=[O:12])[C:6]2=[C:5]([SiH:19]([CH3:22])[CH3:20])[C:15]([Cl:16])=[CH:14][CH:13]=[C:7]2[C:8]1=[O:9])[CH2:5][CH2:6][CH3:7] |^1:36,38,57,76|. Reported procedure: A reaction mixture containing 5 gm (0.021 moles) of n-butyl-4-chlorophthalimide and 3.95 gm (0.021 moles) of 1.2 dichlorotetramethyldisilane dissolved in 10 ml of o-xylene was heated to 150° C. in the presence of 5 mole % tetrakis(triphenylphosphine)palladium. After 24 hours reaction time, GC and GC/MS analysis showed a 24% yield of N-butyl-4-chlorodimethylsilyl-phthalimide. The product is readily isolatable by vacuum distillation. The reactants are CNc1ccc(CN2CCN(C(=O)OC(C)(C)C)C(C)C2)cc1, Cc1cc(N)ccc1CN1CCN(C(=O)OC(C)(C)C)C(C)C1. Yields the product CNc1ccc(CN2CCN(C(=O)OC(C)(C)C)C(C)C2)c(C)c1. Reaction SMILES: [CH3:24][CH:25]1[CH2:26][N:27]([CH2:28][c:29]2[cH:30][cH:31][c:32]([NH:33][CH3:34])[cH:35][cH:36]2)[CH2:37][CH2:38][N:39]1[C:40]([O:41][C:42]([CH3:43])([CH3:44])[CH3:45])=[O:46].[NH2:1][c:2]1[cH:3][c:4]([CH3:23])[c:5]([CH2:8][N:9]2[CH2:10][CH:11]([CH3:22])[N:12]([C:15](=[O:16])[O:17][C:18]([CH3:19])([CH3:20])[CH3:21])[CH2:13][CH2:14]2)[cH:6][cH:7]1>>[NH:1]([c:2]1[cH:3][c:4]([CH3:23])[c:5]([CH2:8][N:9]2[CH2:10][CH:11]([CH3:22])[N:12]([C:15](=[O:16])[O:17][C:18]([CH3:19])([CH3:20])[CH3:21])[CH2:13][CH2:14]2)[cH:6][cH:7]1)[CH3:24]. Starting materials: CC(=O)OC(C)=O, O=S(=O)(Cc1cc(F)ccc1F)c1ccc(Cl)cc1, CN(C)C=O, O. Product: C=C(c1cc(F)ccc1F)S(=O)(=O)c1ccc(Cl)cc1. Reaction SMILES: [CH3:20][C:21]([O:22][C:23](=[O:24])[CH3:25])=[O:26].[Cl:1][c:2]1[cH:3][cH:4][c:5]([S:8](=[O:9])(=[O:10])[CH2:11][c:12]2[c:13]([F:19])[cH:14][cH:15][c:16]([F:18])[cH:17]2)[cH:6][cH:7]1.[O:28]=[CH:29][N:30]([CH3:31])[CH3:32].[OH2:27]>>[Cl:1][c:2]1[cH:3][cH:4][c:5]([S:8](=[O:9])(=[O:10])[C:11]([c:12]2[c:13]([F:19])[cH:14][cH:15][c:16]([F:18])[cH:17]2)=[CH2:20])[cH:6][cH:7]1.